This data is from the Open Reaction Database (ORD), a public repository of structured organic reaction records. The task is: describe an organic reaction: reactants, conditions, products, and yield The reactants are COC(=O)c1ncc(C(=O)O)cc1OC, CCCCCCOc1ccc(N)cc1, CCOCC. Product: CCCCCCOc1ccc(NC(=O)c2cnc(C(=O)OC)c(OC)c2)cc1. Reaction SMILES: [C:1](=[O:2])([OH:3])[c:4]1[cH:5][c:6]([O:14][CH3:15])[c:7]([C:10](=[O:11])[O:12][CH3:13])[n:8][cH:9]1.[CH2:16]([CH2:17][CH2:18][CH2:19][CH2:20][CH3:21])[O:22][c:23]1[cH:24][cH:25][c:26]([NH2:27])[cH:28][cH:29]1.[CH3:30][CH2:31][O:32][CH2:33][CH3:34]>>[C:1](=[O:3])([c:4]1[cH:5][c:6]([O:14][CH3:15])[c:7]([C:10](=[O:11])[O:12][CH3:13])[n:8][cH:9]1)[NH:27][c:26]1[cH:25][cH:24][c:23]([O:22][CH2:16][CH2:17][CH2:18][CH2:19][CH2:20][CH3:21])[cH:29][cH:28]1. Starting materials: CC(=O)O, CC#N, CC(=O)[O-], O=C1CCN1, [Na+]. Product: CC(=O)OC1CC(=O)N1. RXN SMILES: [CH3:11][C:12](=[O:13])[OH:14].[CH3:15][C:16]#[N:17].[CH3:7][C:8]([O-:9])=[O:10].[NH:1]1[C:2](=[O:5])[CH2:3][CH2:4]1.[Na+:6]>>[NH:1]1[C:2](=[O:5])[CH2:3][CH:4]1[O:10][C:8]([CH3:7])=[O:9]. Starting materials: Br, CCO, COC1C(O)CCC2(CO2)C1C1(C)OC1CC=C(C)C, [Na+], O=C([O-])O. The product is COC1C(O)CCC(O)(CBr)C1C1(C)OC1CC=C(C)C. As a reaction SMILES: [BrH:21].[CH3:27][CH2:28][OH:29].[CH:1]1([C:12]2([CH3:13])[O:14][CH:15]2[CH2:16][CH:17]=[C:18]([CH3:19])[CH3:20])[CH:2]([O:3][CH3:4])[CH:5]([OH:6])[CH2:7][CH2:8][C:9]12[CH2:10][O:11]2.[Na+:22].[OH:23][C:24](=[O:25])[O-:26]>>[CH:1]1([C:12]2([CH3:13])[O:14][CH:15]2[CH2:16][CH:17]=[C:18]([CH3:19])[CH3:20])[CH:2]([O:3][CH3:4])[CH:5]([OH:6])[CH2:7][CH2:8][C:9]1([CH2:10][Br:21])[OH:11].